Dataset: the Open Reaction Database (ORD), a public repository of structured organic reaction records. Task: describe an organic reaction: reactants, conditions, products, and yield Starting materials: CC1=CC2=C(C=C1C)N(C=N2)[C@@H]3C(C([C@@H](O3)CO)OP(=O)([O-])O[C@H](C)CNC(=O)CC[C@@]\4([C@H]([C@@H]5[C@]6([C@@]([C@@H](C(=N6)/C(=C\7/[C@@]([C@@H](C(=N7)/C=C\8/C([C@@H](C(=N8)/C(=C4\[N-]5)/C)CCC(=O)N)(C)C)CCC(=O)N)(C)CC(=O)N)/C)CCC(=O)N)(C)CC(=O)N)C)CC(=O)N)C)O.O.[Co+2] (B12a), CC(C)(C)OC(=O)NCC(=O)O (Boc-gly), C=1C=CC2=C(C1)N=NN2O (HOBt), C(CCl)Cl (EDC). Run in CN1C(CCC1)=O (N-methylpyrrolidinone), C(C)(=O)OCC (ethyl acetate). Reaction conditions: time 1 hour. Yields the product CC1=CC2=C(C=C1C)N(C=N2)[C@@H]3[C@@H]([C@@H]([C@H](O3)CO)OP(=O)([O-])O[C@H](C)CNC(=O)CC[C@@]\4([C@H]([C@@H]5[C@]6([C@@]([C@@H](C(=N6)/C(=C\7/[C@@]([C@@H](C(=N7)/C=C\8/C([C@@H](C(=N8)/C(=C4\[N-]5)/C)CCC(=O)N)(C)C)CCC(=O)N)(C)CC(=O)N)/C)CCC(=O)N)(C)CC(=O)N)C)CC(=O)N)C)O.[OH3+].[Co] (B12b). Reaction SMILES: [CH3:1][C:2]1[C:7]([CH3:8])=[CH:6][C:5]2[N:9]([C@H:12]3[O:16][C@@H:15]([CH2:17][OH:18])[CH:14]([O:19][P:20]([O:23][C@@H:24]([CH2:26][NH:27][C:28]([CH2:30][CH2:31][C@:32]4([CH3:89])[C@@H:33]([CH2:85][C:86]([NH2:88])=[O:87])[C@H:34]5[N-:54][C:53]4=[C:52]([CH3:55])[C:50]4=[N:51][C:47]([C:48]([CH3:62])([CH3:61])[C@@H:49]4[CH2:56][CH2:57][C:58]([NH2:60])=[O:59])=[CH:46][C:44]4=[N:45][C:41]([C@:42]([CH2:69][C:70]([NH2:72])=[O:71])([CH3:68])[C@@H:43]4[CH2:63][CH2:64][C:65]([NH2:67])=[O:66])=[C:40]([CH3:73])[C:38]4=[N:39][C@:35]5([CH3:84])[C@:36]([CH2:80][C:81]([NH2:83])=[O:82])([CH3:79])[C@@H:37]4[CH2:74][CH2:75][C:76]([NH2:78])=[O:77])=[O:29])[CH3:25])([O-:22])=[O:21])[CH:13]3[OH:90])[CH:10]=[N:11][C:4]=2[CH:3]=1.O.[Co+2:92].CC([O:97]C(NCC(O)=O)=O)(C)C.C1C=CC2N(O)N=NC=2C=1.C(Cl)CCl>CN1CCCC1=O.C(OCC)(=O)C>[CH3:1][C:2]1[C:7]([CH3:8])=[CH:6][C:5]2[N:9]([C@H:12]3[O:16][C@H:15]([CH2:17][OH:18])[C@@H:14]([O:19][P:20]([O:23][C@@H:24]([CH2:26][NH:27][C:28]([CH2:30][CH2:31][C@:32]4([CH3:89])[C@@H:33]([CH2:85][C:86]([NH2:88])=[O:87])[C@H:34]5[N-:54][C:53]4=[C:52]([CH3:55])[C:50]4=[N:51][C:47]([C:48]([CH3:62])([CH3:61])[C@@H:49]4[CH2:56][CH2:57][C:58]([NH2:60])=[O:59])=[CH:46][C:44]4=[N:45][C:41]([C@:42]([CH2:69][C:70]([NH2:72])=[O:71])([CH3:68])[C@@H:43]4[CH2:63][CH2:64][C:65]([NH2:67])=[O:66])=[C:40]([CH3:73])[C:38]4=[N:39][C@:35]5([CH3:84])[C@:36]([CH2:80][C:81]([NH2:83])=[O:82])([CH3:79])[C@@H:37]4[CH2:74][CH2:75][C:76]([NH2:78])=[O:77])=[O:29])[CH3:25])([O-:22])=[O:21])[C@H:13]3[OH:90])[CH:10]=[N:11][C:4]=2[CH:3]=1.[OH3+:97].[Co:92] |f:0.1.2,8.9.10|. Procedure details: A solution of B12a (1 g, 3.7 mmol), Boc-gly (966 mg, 5.5 mmol) and HOBt (596 mg, 4.4 mmol) in N-methylpyrrolidinone (5 mL) is treated with EDC (845 mg, 845 mg, 4.4 mmol) and stirred for 1 hour. The reaction is then diluted with ethyl acetate and extracted with water and saturated aqueous sodium hydrogencarbonate twice. The organics are dried over MgSO4, filtered and evaporated. The residue is treated with excess 4 M HCl in dioxane and aged for 1 hour. The mixture is slurried with ether and the s... Reactants: C(C)O (ethanol), C(C)OC(=O)C=1N(C=C(C1C1=CC=C(C=C1)C1=C(C=CC=C1)[N+](=O)[O-])C#N)C (3(2′-nitro-biphenyl-4-yl)-4-cyano-1-methyl-1H-pyrrole-2-carboxylic acid ethyl ester), [H][H] (hydrogen). The reagents and catalysts are [Pd] (palladium on carbon). Run in C(C)(=O)OCC (ethyl acetate). Run at time 18 hour. The product is C(C)OC(=O)C=1N(C=C(C1C1=CC=C(C=C1)C1=C(C=CC=C1)N)C#N)C (3(2′-amino-biphenyl-4-yl)-4-cyano-1-methyl-1H-pyrrole-2-carboxylic acid ethyl ester). Reaction SMILES: C(O)C.[CH2:4]([O:6][C:7]([C:9]1[N:10]([CH3:31])[CH:11]=[C:12]([C:29]#[N:30])[C:13]=1[C:14]1[CH:19]=[CH:18][C:17]([C:20]2[CH:25]=[CH:24][CH:23]=[CH:22][C:21]=2[N+:26]([O-])=O)=[CH:16][CH:15]=1)=[O:8])[CH3:5].[H][H]>[Pd].C(OCC)(=O)C>[CH2:4]([O:6][C:7]([C:9]1[N:10]([CH3:31])[CH:11]=[C:12]([C:29]#[N:30])[C:13]=1[C:14]1[CH:15]=[CH:16][C:17]([C:20]2[CH:25]=[CH:24][CH:23]=[CH:22][C:21]=2[NH2:26])=[CH:18][CH:19]=1)=[O:8])[CH3:5]. Reported procedure: Add a 1:1 ethanol:ethyl acetate mixture to palladium on carbon (catalytic, 0.30 g) followed by 3(2′-nitro-biphenyl-4-yl)-4-cyano-1-methyl-1H-pyrrole-2-carboxylic acid ethyl ester (3.00 g, 8.30 mmol, prepared in example E-9) with stirring. Subject the reaction to an atmosphere of hydrogen gas. After 18 hours, filter and concentrate under reduced pressure. Purify the residue by flash chromatography eluting with ethyl acetate:hexanes to provide the title compound. Mass spectrum (m/e): 332.1 (M+1). The reactants are CCC(O)c1cc(C(=O)OC)c(NC(C)=O)cc1C(F)(F)F, ClCCl, [Na+], [Na+], O=S([O-])([O-])=S. The product is CCC(=O)c1cc(C(=O)OC)c(NC(C)=O)cc1C(F)(F)F. Reaction SMILES: [CH3:1][O:2][C:3]([c:4]1[c:5]([NH:18][C:19]([CH3:20])=[O:21])[cH:6][c:7]([C:14]([F:15])([F:16])[F:17])[c:8]([CH:10]([CH2:11][CH3:12])[OH:13])[cH:9]1)=[O:22].[Cl:30][CH2:31][Cl:32].[Na+:28].[Na+:29].[S:23]([O-:24])([O-:25])(=[O:26])=[S:27]>>[CH3:1][O:2][C:3]([c:4]1[c:5]([NH:18][C:19]([CH3:20])=[O:21])[cH:6][c:7]([C:14]([F:15])([F:16])[F:17])[c:8]([C:10]([CH2:11][CH3:12])=[O:13])[cH:9]1)=[O:22].